From a dataset of the Open Reaction Database (ORD), a public repository of structured organic reaction records. describe an organic reaction: reactants, conditions, products, and yield Starting materials: OC(CCCCCCCCC(=O)OCOC(CCCCCCCCC(CO)O)=O)CO (Methylene bis(10,11-dihydroxyundecanoate)), I(=O)(=O)(=O)[O-].[Na+] (Sodium metaperiodate). The solvent is O1CCCC1 (tetrahydrofuran), O1CCCC1 (tetrahydrofuran), O (water). Product: O=CCCCCCCCCC(=O)OCOC(CCCCCCCCC=O)=O (Methylene bis(10-oxodecanoate)). Reaction SMILES: [OH:1][CH:2](CO)[CH2:3][CH2:4][CH2:5][CH2:6][CH2:7][CH2:8][CH2:9][CH2:10][C:11]([O:13][CH2:14][O:15][C:16](=[O:29])[CH2:17][CH2:18][CH2:19][CH2:20][CH2:21][CH2:22][CH2:23][CH2:24][CH:25]([OH:28])CO)=[O:12].I([O-])(=O)(=O)=O.[Na+]>O1CCCC1.O>[O:1]=[CH:2][CH2:3][CH2:4][CH2:5][CH2:6][CH2:7][CH2:8][CH2:9][CH2:10][C:11]([O:13][CH2:14][O:15][C:16](=[O:29])[CH2:17][CH2:18][CH2:19][CH2:20][CH2:21][CH2:22][CH2:23][CH2:24][CH:25]=[O:28])=[O:12] |f:1.2|. Procedure: Methylene bis(10,11-dihydroxyundecanoate) (2.24 g, 5 mmol) was dissolved in 150 ml tetrahydrofuran. Sodium metaperiodate (2.06 g, 10 mmol) was dissolved in 150 ml water and added dropwise to the tetrahydrofuran solution. TLC indicated full consumption of the diol after 60 minutes, whereupon sodium chloride was added to the reaction mixture until the two phases separated. The water phase was extracted with diethyl ether (3×50 ml). The combined organic phases was dried with magnesium sulphate and ... Reactants: CC#N, NC1CCCNC(=O)C1, O, O=C(O)c1cccnc1. Product: O=C1CC(NC(=O)c2cccnc2)CCCN1. Reaction SMILES: [CH3:20][C:21]#[N:22].[NH2:1][CH:2]1[CH2:3][C:4](=[O:5])[NH:6][CH2:7][CH2:8][CH2:9]1.[OH2:10].[OH:11][C:12](=[O:13])[c:14]1[cH:15][cH:16][cH:17][n:18][cH:19]1>>[NH:1]([CH:2]1[CH2:3][C:4](=[O:5])[NH:6][CH2:7][CH2:8][CH2:9]1)[C:12](=[O:11])[c:14]1[cH:15][cH:16][cH:17][n:18][cH:19]1. Starting materials: Cl.COC1=CC=C(C=C1)NN ((4-methoxyphenyl)hydrazine hydrochloride), C1(=CC=CC=C1)C(CC(C)=O)=O (1-phenyl-1,3-butanedione), C([O-])([O-])=O.[K+].[K+] (potassium carbonate). Run in C(C)O (ethanol). Yields the product COC1=CC=C(C=C1)N1N=C(C=C1C1=CC=CC=C1)C (1-(4-methoxyphenyl)-3-methyl-5-phenyl-1H-pyrazole). Isolated yield 53.0%. Reaction SMILES: Cl.[CH3:2][O:3][C:4]1[CH:9]=[CH:8][C:7]([NH:10][NH2:11])=[CH:6][CH:5]=1.[C:12]1([C:18](=O)[CH2:19][C:20](=O)[CH3:21])[CH:17]=[CH:16][CH:15]=[CH:14][CH:13]=1.C(=O)([O-])[O-].[K+].[K+]>C(O)C>[CH3:2][O:3][C:4]1[CH:9]=[CH:8][C:7]([N:10]2[C:18]([C:12]3[CH:17]=[CH:16][CH:15]=[CH:14][CH:13]=3)=[CH:19][C:20]([CH3:21])=[N:11]2)=[CH:6][CH:5]=1 |f:0.1,3.4.5|. Procedure details: A mixture of 8.7 parts of (4-methoxyphenyl)hydrazine hydrochloride, 8.1 parts of 1-phenyl-1,3-butanedione, 7 parts of potassium carbonate and 160 parts of ethanol is stirred and refluxed for 20 hours. The reaction mixture is cooled and poured onto water. The product is extracted twice with 2,2'-oxybispropane. The combined extracts are washed with water, dried filtered and evaporated. The residue is crystallized twice from petroleumether. The product is filtered off and dried, yielding 7 parts (5... The reactants are CN(C)CCC=1C2=C(NC1)SC=C2 (N,N-dimethyl-2-(6H-thieno[2,3-b]pyrrol-4-yl)ethylamine), C1(=CC=CC=C1)S(=O)(=O)Cl (benzenesulfonyl chloride), CC(C)(C)[O-].[K+] (KOt-Bu). Solvent: C1CCOC1 (THF). Conditions: time 8 hour. Yields the product CN(C)CCC=1C2=C(N(C1)S(=O)(=O)C1=CC=CC=C1)SC=C2 (N,N-Dimethyl-2-[6-(phenylsulfonyl)-6H-thieno[2,3-b]pyrrol-4-yl]ethylamine). Reaction SMILES: [CH3:1][N:2]([CH2:4][CH2:5][C:6]1[C:7]2[CH:13]=[CH:12][S:11][C:8]=2[NH:9][CH:10]=1)[CH3:3].[C:14]1([S:20](Cl)(=[O:22])=[O:21])[CH:19]=[CH:18][CH:17]=[CH:16][CH:15]=1.CC([O-])(C)C.[K+]>C1COCC1>[CH3:1][N:2]([CH2:4][CH2:5][C:6]1[C:7]2[CH:13]=[CH:12][S:11][C:8]=2[N:9]([S:20]([C:14]2[CH:19]=[CH:18][CH:17]=[CH:16][CH:15]=2)(=[O:22])=[O:21])[CH:10]=1)[CH3:3] |f:2.3|. Procedure: A mixture of N,N-dimethyl-2-(6H-thieno[2,3-b]pyrrol-4-yl)ethylamine (0.2 mmol), benzenesulfonyl chloride (0.22 mmol) and KOt-Bu (0.22 mmol) in THF is shaken at ambient temperatures for 8 h and concentrated in vacuo. The resultant residue is dissolved in a mixture of DMSO, methanol and water and purified by preparative HPLC1 to afford the title product, [M+H] 335, retention time (RT) 1.42 min. 1Gilson Preparative HPLC conditions: Gilson Preparative HPLC system; YMC Pro C18, 20 mm×50 mm ID, 5 uM c... Reactants: O=c1[nH]c2ccccc2c2cc(CCO)nn12, Cc1ccc(S(=O)(=O)Cl)cc1, c1ccncc1. Yields the product Cc1ccc(S(=O)(=O)OCCc2cc3c4ccccc4[nH]c(=O)n3n2)cc1. As a reaction SMILES: [OH:1][CH2:2][CH2:3][c:4]1[n:5][n:6]2[c:7](=[O:17])[nH:8][c:9]3[cH:10][cH:11][cH:12][cH:13][c:14]3[c:15]2[cH:16]1.[S:18](=[O:19])(=[O:20])([c:21]1[cH:22][cH:23][c:24]([CH3:25])[cH:26][cH:27]1)[Cl:28].[cH:29]1[cH:30][cH:31][n:32][cH:33][cH:34]1>>[O:1]([CH2:2][CH2:3][c:4]1[n:5][n:6]2[c:7](=[O:17])[nH:8][c:9]3[cH:10][cH:11][cH:12][cH:13][c:14]3[c:15]2[cH:16]1)[S:18](=[O:19])(=[O:20])[c:21]1[cH:22][cH:23][c:24]([CH3:25])[cH:26][cH:27]1. Reactants: CC(=O)Cl, CC(=O)[O-], COC(=O)c1ccccc1Nc1cccc(C(C)NO)c1Cl, [Na+], C1COCCO1, O. Yields the product COC(=O)c1ccccc1Nc1cccc(C(C)N(O)C(C)=O)c1Cl. As a reaction SMILES: [CH3:1][C:2]([Cl:3])=[O:4].[CH3:28][C:29](=[O:30])[O-:31].[CH3:5][O:6][C:7]([c:8]1[c:9]([NH:14][c:15]2[c:16]([Cl:25])[c:17]([CH:21]([CH3:22])[NH:23][OH:24])[cH:18][cH:19][cH:20]2)[cH:10][cH:11][cH:12][cH:13]1)=[O:26].[Na+:27].[O:32]1[CH2:33][CH2:34][O:35][CH2:36][CH2:37]1.[OH2:38]>>[CH3:1][C:2](=[O:4])[N:23]([CH:21]([c:17]1[c:16]([Cl:25])[c:15]([NH:14][c:9]2[c:8]([C:7]([O:6][CH3:5])=[O:26])[cH:13][cH:12][cH:11][cH:10]2)[cH:20][cH:19][cH:18]1)[CH3:22])[OH:24]. Reactants: CC(=O)O, CC1(C)CS(=O)(=O)CC(C)(C)N1N=O, O, [Zn]. The product is CC1(C)CS(=O)(=O)CC(C)(C)N1N. As a reaction SMILES: [CH3:15][C:16](=[O:17])[OH:18].[N:1](=[O:2])[N:3]1[C:4]([CH3:13])([CH3:14])[CH2:5][S:6](=[O:11])(=[O:12])[CH2:7][C:8]1([CH3:9])[CH3:10].[OH2:19].[Zn:20]>>[NH2:1][N:3]1[C:4]([CH3:13])([CH3:14])[CH2:5][S:6](=[O:11])(=[O:12])[CH2:7][C:8]1([CH3:9])[CH3:10].